Dataset: the Open Reaction Database (ORD), a public repository of structured organic reaction records. Task: describe an organic reaction: reactants, conditions, products, and yield The reactants are CCOC(C)=O, COc1ccccc1OCCNCC(Cl)c1ccc(C)c(S(N)(=O)=O)c1, Cl, [Na+], [Na+], O=C([O-])[O-]. Yields the product COc1ccccc1OCCN1CC1c1ccc(C)c(S(N)(=O)=O)c1. RXN SMILES: [CH3:34][CH2:35][O:36][C:37](=[O:38])[CH3:39].[Cl:2][CH:3]([CH2:4][NH:5][CH2:6][CH2:7][O:8][c:9]1[c:10]([O:15][CH3:16])[cH:11][cH:12][cH:13][cH:14]1)[c:17]1[cH:18][cH:19][c:20]([CH3:27])[c:21]([S:23](=[O:24])(=[O:25])[NH2:26])[cH:22]1.[ClH:1].[Na+:28].[Na+:29].[O-:30][C:31](=[O:32])[O-:33]>>[CH:3]1([c:17]2[cH:18][cH:19][c:20]([CH3:27])[c:21]([S:23](=[O:24])(=[O:25])[NH2:26])[cH:22]2)[CH2:4][N:5]1[CH2:6][CH2:7][O:8][c:9]1[c:10]([O:15][CH3:16])[cH:11][cH:12][cH:13][cH:14]1.